describe an organic reaction: reactants, conditions, products, and yield From a dataset of the Open Reaction Database (ORD), a public repository of structured organic reaction records. Starting materials: Cl (hydrochloric acid), amine, BrCC1=CC2=C(OC3=C1C=CC=C3)C=CC=C2 (10-bromomethyl-dibenz[b,F]oxepine), C(C=C)N (allylamine), COC(C)(C)C (Tert-butyl methyl ether). Solvent: C(C)OCC (diethyl ether), CO (methanol), C(C)(=O)OCC (ethyl acetate). Reaction conditions: time 30 minute. Yields the product Cl.C(C=C)NCC1=CC2=C(OC3=C1C=CC=C3)C=CC=C2 (N-Allyl-N-(dibenz[b,f]oxepin-10-ylmethyl)amine hydrochloride), C(C=C)NCC1=CC2=C(OC3=C1C=CC=C3)C=CC=C2 (10-allylaminomethyl-dibenz[b,f]oxepine). Yield: 39.0%. RXN SMILES: Br[CH2:2][C:3]1[C:9]2[CH:10]=[CH:11][CH:12]=[CH:13][C:8]=2[O:7][C:6]2[CH:14]=[CH:15][CH:16]=[CH:17][C:5]=2[CH:4]=1.[CH2:18]([NH2:21])[CH:19]=[CH2:20].COC(C)(C)C.[ClH:28]>CO.C(OCC)C.C(OCC)(=O)C>[ClH:28].[CH2:18]([NH:21][CH2:2][C:3]1[C:9]2[CH:10]=[CH:11][CH:12]=[CH:13][C:8]=2[O:7][C:6]2[CH:14]=[CH:15][CH:16]=[CH:17][C:5]=2[CH:4]=1)[CH:19]=[CH2:20].[CH2:18]([NH:21][CH2:2][C:3]1[C:9]2[CH:10]=[CH:11][CH:12]=[CH:13][C:8]=2[O:7][C:6]2[CH:14]=[CH:15][CH:16]=[CH:17][C:5]=2[CH:4]=1)[CH:19]=[CH2:20] |f:7.8|. Procedure details: At 50° C. a solution of 0.5 ml (1.74 mmol) of 10-bromomethyl-dibenz[b,F]oxepine is squirted into a solution of 0.3 ml (4 mmol) of allylamine in 0.9 ml of anhydrous methanol and the mixture is stirred for 30 minutes. Tert-butyl methyl ether and ethyl acetate are added and the mixture is extracted 3× with 20 ml of 1N hydrochloric acid each time, the combined aqueous phases are rendered basic with potassium hydroxide pellets and extracted 2× with ethyl acetate, and the organic phases are dried over... The reactants are OCC1=NC=C(C=N1)C (2-hydroxymethyl-5-methylpyrimidine). The reagents and catalysts are [O-2].[O-2].[Mn+4] (manganese dioxide). The solvent is C(Cl)(Cl)Cl (chloroform). Product: CC=1C=NC(=NC1)C=O (5-Methylpyrimidine-2-carboxaldehyde). As a reaction SMILES: [OH:1][CH2:2][C:3]1[N:8]=[CH:7][C:6]([CH3:9])=[CH:5][N:4]=1>[O-2].[O-2].[Mn+4].C(Cl)(Cl)Cl>[CH3:9][C:6]1[CH:5]=[N:4][C:3]([CH:2]=[O:1])=[N:8][CH:7]=1 |f:1.2.3|. Procedure details: 5-Methylpyrimidine-2-carboxaldehyde was prepared from 2-hydroxymethyl-5-methylpyrimidine by oxidation with excess manganese dioxide in boiling chloroform. The product was obtained as colourless crystals and was characterized by proton nuclear magnetic resonance spectroscopy. Proton nuclear magnetic resonance spectrum (CDCl3 ; δ in ppm): 2.44 (3H,s); 8.80 (2H,s); 10.06 (1H,s). Procedure details: A reaction of the Fries type was used: ##STR4## 32 g of Gallic acid, 32 g of pyrogallol, 55 g of anhydrous zinc chloride and 100 cm3 of phosphorus oxychloride were mixed in a balloon flask equipped with a condenser and an ampoule of calcium chloride, and were heated to 80° C for 2 hours. After cooling the reaction mixture, a mixture of water and ice was added, whereupon the reaction product precipitated. The reaction product was washed once with water, treated with a solution of sodium bicarbona... The product is OC1=C(C(=O)C2=CC(=C(C(=C2)O)O)O)C=CC(=C1O)O (2,3,3',4,4',5'-hexahydroxybenzophenone). RXN SMILES: [C:1]([OH:12])(=O)[C:2]1[CH:10]=[C:8]([OH:9])[C:6]([OH:7])=[C:4]([OH:5])[CH:3]=1.[C:13]1([CH:21]=[CH:20][CH:19]=[C:17]([OH:18])[C:15]=1[OH:16])[OH:14].P(Cl)(Cl)(Cl)=O.[Cl-].[Ca+2].[Cl-]>[Cl-].[Zn+2].[Cl-].O>[OH:14][C:13]1[C:15]([OH:16])=[C:17]([OH:18])[CH:19]=[CH:20][C:21]=1[C:1]([C:2]1[CH:3]=[C:4]([OH:5])[C:6]([OH:7])=[C:8]([OH:9])[CH:10]=1)=[O:12] |f:3.4.5,6.7.8|. The solvent is O (water). Reactants: [Cl-].[Ca+2].[Cl-] (calcium chloride), C(C1=CC(O)=C(O)C(O)=C1)(=O)O (Gallic acid), C1(O)=C(O)C(O)=CC=C1 (pyrogallol), P(=O)(Cl)(Cl)Cl (phosphorus oxychloride). Reagents/catalysts: [Cl-].[Zn+2].[Cl-] (zinc chloride). The reactants are O=C([O-])[O-], CO, CCOC(C)=O, COc1ccc(C2OCC3CC(n4cc(C#C[Si](C)(C)C)c5c(C)ncnc54)CC3O2)cc1, [K+], [K+]. Yields the product C#Cc1cn(C2CC3COC(c4ccc(OC)cc4)OC3C2)c2ncnc(C)c12. Reaction SMILES: [C:1](=[O:2])([O-:3])[O-:4].[CH3:40][OH:41].[CH3:42][CH2:43][O:44][C:45]([CH3:46])=[O:47].[CH3:7][O:8][c:9]1[cH:10][cH:11][c:12]([CH:15]2[O:16][CH2:17][CH:18]3[CH:19]([O:20]2)[CH2:21][CH:22]([n:24]2[cH:25][c:26]([C:34]#[C:35][Si:36]([CH3:37])([CH3:38])[CH3:39])[c:27]4[c:28]2[n:29][cH:30][n:31][c:32]4[CH3:33])[CH2:23]3)[cH:13][cH:14]1.[K+:5].[K+:6]>>[CH3:7][O:8][c:9]1[cH:10][cH:11][c:12]([CH:15]2[O:16][CH2:17][CH:18]3[CH:19]([O:20]2)[CH2:21][CH:22]([n:24]2[cH:25][c:26]([C:34]#[CH:35])[c:27]4[c:28]2[n:29][cH:30][n:31][c:32]4[CH3:33])[CH2:23]3)[cH:13][cH:14]1.